From a dataset of the Open Reaction Database (ORD), a public repository of structured organic reaction records. describe an organic reaction: reactants, conditions, products, and yield The reactants are CC1(C(N(C(C2=CC=CC=C12)=O)CCl)=O)C (4,4-dimethyl-2-chloromethyl-2H,4H-isoquinoline-1,3-dione), CS (methylmercaptan), ice, [Na] (sodium). The solvent is C(C)O (ethanol), C(C)O (ethanol). Product: CC1(C(N(C(C2=CC=CC=C12)=O)CSC)=O)C (4,4-Dimethyl-2-(methylmercapto-methyl)-2H,4H-isoquinoline-1,3-dione). Reaction SMILES: [CH3:1][SH:2].[Na].[CH3:4][C:5]1([CH3:19])[C:14]2[C:9](=[CH:10][CH:11]=[CH:12][CH:13]=2)[C:8](=[O:15])[N:7]([CH2:16]Cl)[C:6]1=[O:18]>C(O)C>[CH3:4][C:5]1([CH3:19])[C:14]2[C:9](=[CH:10][CH:11]=[CH:12][CH:13]=2)[C:8](=[O:15])[N:7]([CH2:16][S:2][CH3:1])[C:6]1=[O:18] |^1:2|. Procedure details: 1.92 gm of methylmercaptan were added to an ice-cooled solution of 0.92 gm of sodium in 50 ml of ethanol. A suspension of 8.6 gm of 4,4-dimethyl-2-chloromethyl-2H,4H-isoquinoline-1,3-dione in 100 ml of ethanol was added, and the mixture was refluxed for 45 minutes. Thereafter, the reaction mixture was evaporated, the residue was triturated with water, filtered, the filter cake was recrystallized from isopropanol. Reactants: C(=O)(C(F)(F)F)O (TFA), FC=1C=C(OC=2C(=C3C(=NC2)N(N=C3)CC3=CC=C(C=C3)OC)N3CCN(CC3)C(=O)OC(C)(C)C)C=CC1 (tert-butyl 4-(5-(3-fluorophenoxy)-1-(4-methoxybenzyl)-1H-pyrazolo[3,4-b]pyridin-4-yl)piperazine-1-carboxylate), C(Cl)Cl (DCM). Reaction conditions: time 1 hour. Yields the product Cl.Cl.FC=1C=C(OC=2C(=C3C(=NC2)NN=C3)N3CCNCC3)C=CC1 (5-(3-fluorophenoxy)-4-(piperazin-1-yl)-1H-pyrazolo[3,4-b]pyridine dihydrochloride). Isolated yield 99.0%. Reaction SMILES: C(O)(C(F)(F)F)=O.[F:8][C:9]1[CH:10]=[C:11]([CH:44]=[CH:45][CH:46]=1)[O:12][C:13]1[C:14]([N:31]2[CH2:36][CH2:35][N:34](C(OC(C)(C)C)=O)[CH2:33][CH2:32]2)=[C:15]2[CH:21]=[N:20][N:19](CC3C=CC(OC)=CC=3)[C:16]2=[N:17][CH:18]=1.C(Cl)[Cl:48]>>[ClH:48].[ClH:48].[F:8][C:9]1[CH:10]=[C:11]([CH:44]=[CH:45][CH:46]=1)[O:12][C:13]1[C:14]([N:31]2[CH2:36][CH2:35][NH:34][CH2:33][CH2:32]2)=[C:15]2[CH:21]=[N:20][NH:19][C:16]2=[N:17][CH:18]=1 |f:3.4.5|. Procedure: TFA (0.5 mL) was added to tert-butyl 4-(5-(3-fluorophenoxy)-1-(4-methoxybenzyl)-1H-pyrazolo[3,4-b]pyridin-4-yl)piperazine-1-carboxylate (0.020 g, 0.0375 mmol) in DCM (2 mL) and stirred at room temperature for 1 hour. The reaction was concentrated to dryness. The resulting residue was dissolved in TFA (1 mL) and heated at 65° C. for 2 hours. The reaction was concentrated to dryness. The resulting residue was dissolved in DCM (0.5 mL), and HCl in ether (1 mL, 2N) was added. The reaction was concen... Starting materials: ClCCl, COC(C)(C)c1cccc(C)c1N, O=C(Cl)CCl, O, c1ccncc1. Yields the product COC(C)(C)c1cccc(C)c1NC(=O)CCl. RXN SMILES: [CH2:26]([Cl:27])[Cl:28].[CH3:7][c:8]1[c:9]([NH2:10])[c:11]([C:15]([CH3:16])([O:17][CH3:18])[CH3:19])[cH:12][cH:13][cH:14]1.[Cl:20][CH2:21][C:22](=[O:23])[Cl:24].[OH2:25].[cH:1]1[cH:2][cH:3][n:4][cH:5][cH:6]1>>[CH3:7][c:8]1[c:9]([NH:10][C:22]([CH2:21][Cl:20])=[O:23])[c:11]([C:15]([CH3:16])([O:17][CH3:18])[CH3:19])[cH:12][cH:13][cH:14]1. Starting materials: C1CCOC1, [H-], CI, [Na+], CC1(C)C(C(=O)c2cn(Cc3ccc(O)cc3)c3ccccc23)C1(C)C. Yields the product COc1ccc(Cn2cc(C(=O)C3C(C)(C)C3(C)C)c3ccccc32)cc1. Reaction SMILES: [CH2:31]1[O:32][CH2:33][CH2:34][CH2:35]1.[H-:28].[I:29][CH3:30].[Na+:27].[OH:1][c:2]1[cH:3][cH:4][c:5]([CH2:6][n:7]2[cH:8][c:9]([C:16](=[O:17])[CH:18]3[C:19]([CH3:23])([CH3:24])[C:20]3([CH3:21])[CH3:22])[c:10]3[cH:11][cH:12][cH:13][cH:14][c:15]23)[cH:25][cH:26]1>>[O:1]([c:2]1[cH:3][cH:4][c:5]([CH2:6][n:7]2[cH:8][c:9]([C:16](=[O:17])[CH:18]3[C:19]([CH3:23])([CH3:24])[C:20]3([CH3:21])[CH3:22])[c:10]3[cH:11][cH:12][cH:13][cH:14][c:15]23)[cH:25][cH:26]1)[CH3:30]. The reactants are COc1cc2ncc(C#N)c(Nc3ccc(I)c4c3OCO4)c2cc1OC, C#CCC1CCS(=O)(=O)NC1, CCOC(C)=O, CC(C)NC(C)C, [I-], Cl[Pd]Cl, c1ccc(P(c2ccccc2)c2ccccc2)cc1, c1ccc(P(c2ccccc2)c2ccccc2)cc1. The product is COc1cc2ncc(C#N)c(Nc3ccc(C#CCC4CCS(=O)(=O)NC4)c4c3OCO4)c2cc1OC. Reaction SMILES: [C:8](#[N:9])[c:10]1[cH:11][n:12][c:13]2[cH:14][c:15]([O:33][CH3:34])[c:16]([O:31][CH3:32])[cH:17][c:18]2[c:19]1[NH:20][c:21]1[c:22]2[c:23]([c:24]([I:27])[cH:25][cH:26]1)[O:28][CH2:29][O:30]2.[CH2:35]([C:36]#[CH:37])[CH:38]1[CH2:39][NH:40][S:41](=[O:44])(=[O:45])[CH2:42][CH2:43]1.[CH3:88][CH2:89][O:90][C:91](=[O:92])[CH3:93].[CH:1]([NH:2][CH:3]([CH3:4])[CH3:5])([CH3:6])[CH3:7].[I-:46].[Pd:47]([Cl:48])[Cl:49].[c:50]1([P:51]([c:52]2[cH:53][cH:54][cH:55][cH:56][cH:57]2)[c:58]2[cH:59][cH:60][cH:61][cH:62][cH:63]2)[cH:64][cH:65][cH:66][cH:67][cH:68]1.[c:69]1([P:70]([c:71]2[cH:72][cH:73][cH:74][cH:75][cH:76]2)[c:77]2[cH:78][cH:79][cH:80][cH:81][cH:82]2)[cH:83][cH:84][cH:85][cH:86][cH:87]1>>[C:8](#[N:9])[c:10]1[cH:11][n:12][c:13]2[cH:14][c:15]([O:33][CH3:34])[c:16]([O:31][CH3:32])[cH:17][c:18]2[c:19]1[NH:20][c:21]1[c:22]2[c:23]([c:24]([C:37]#[C:36][CH2:35][CH:38]3[CH2:39][NH:40][S:41](=[O:44])(=[O:45])[CH2:42][CH2:43]3)[cH:25][cH:26]1)[O:28][CH2:29][O:30]2. Reactants: Cl.ClCC=1C(=NC2=CC=C(C=C2C1)OC)NC (3-(chloromethyl)-6-methoxy-N-methylquinolin-2-amine hydrochloride), Cl.ClCC=1C(=NC2=CC=C(C=C2C1)OC)NC (3-(Chloromethyl)-6-methoxy-N-methylquinolin-2-amine hydrochloride), COC=1C=C2C=C(N=C(C2=CC1OC)C)O (6,7-dimethoxy-1-methylisoquinolin-3-ol), COC=1C=C2C=C(N=C(C2=CC1OC)C)O (6,7-Dimethoxy-1-methylisoquinolin-3-ol), [OH-].[K+] (KOH). The solvent is O (H2O), CCOC(=O)C (EtOAc), C1(=CC=CC=C1)C (toluene). Conditions: temperature 160 celsius, time 1.5 hour. Yields the product COC=1C=C2C(=C(N=C(C2=CC1OC)C)O)CC=1C(=NC2=CC=C(C=C2C1)OC)NC (6,7-dimethoxy-4-((6-methoxy-2-(methylamino)quinolin-3-yl)methyl)-1-methylisoquinolin-3-ol). RXN SMILES: [CH3:1][O:2][C:3]1[CH:4]=[C:5]2[C:10](=[CH:11][C:12]=1[O:13][CH3:14])[C:9]([CH3:15])=[N:8][C:7]([OH:16])=[CH:6]2.[OH-].[K+].Cl.Cl[CH2:21][C:22]1[C:23]([NH:34][CH3:35])=[N:24][C:25]2[C:30]([CH:31]=1)=[CH:29][C:28]([O:32][CH3:33])=[CH:27][CH:26]=2>C1(C)C=CC=CC=1.O.CCOC(C)=O>[CH3:1][O:2][C:3]1[CH:4]=[C:5]2[C:10](=[CH:11][C:12]=1[O:13][CH3:14])[C:9]([CH3:15])=[N:8][C:7]([OH:16])=[C:6]2[CH2:21][C:22]1[C:23]([NH:34][CH3:35])=[N:24][C:25]2[C:30]([CH:31]=1)=[CH:29][C:28]([O:32][CH3:33])=[CH:27][CH:26]=2 |f:1.2,3.4|. Procedure: To a solution of 6,7-dimethoxy-1-methylisoquinolin-3-ol CCH 18060 (77 mg, 351 μmol) in toluene (15 mL) in a 20 mL microwave vial equipped with a magnetic stirrer was added a 2 N aq. KOH solution (0.35 mL, 0.70 mmol) at RT followed by 3-(chloromethyl)-6-methoxy-N-methylquinolin-2-amine hydrochloride SLA 28154 (90 mg, 350 μmol) and the mixture was stirred at 160° C. for 1.5 h under microwave irradiation. After cooling to RT, the mixture was diluted with H2O (10 mL) before extraction with EtOAc (50... Starting materials: ClC1=NC=CC(=N1)C1=C(N=C(S1)C1CCC1)C=1C=CC(=C(C1)NS(=O)(=O)C1=C(C=CC(=C1)F)F)F (N-{5-[5-(2-chloro-4-pyrimidinyl)-2-cyclobutyl-1,3-thiazol-4-yl]-2-fluorophenyl}-2,5-difluorobenzenesulfonamide), CS(=O)(=O)N1CCC(CC1)N (1-(methylsulfonyl)-4-piperidinamine). The solvent is C1CCOC1 (THF). Product: C1(CCC1)C=1SC(=C(N1)C=1C=CC(=C(C1)NS(=O)(=O)C1=C(C=CC(=C1)F)F)F)C1=NC(=NC=C1)NC1CCN(CC1)S(=O)(=O)C (N-{5-[2-Cyclobutyl-5-(2-{[1-(methylsulfonyl)-4-piperidinyl]amino}-4-pyrimidinyl)-1,3-thiazol-4-yl]-2-fluorophenyl}-2,5-difluorobenzenesulfonamide). Yield: 98.0%. RXN SMILES: Cl[C:2]1[N:7]=[C:6]([C:8]2[S:12][C:11]([CH:13]3[CH2:16][CH2:15][CH2:14]3)=[N:10][C:9]=2[C:17]2[CH:18]=[CH:19][C:20]([F:35])=[C:21]([NH:23][S:24]([C:27]3[CH:32]=[C:31]([F:33])[CH:30]=[CH:29][C:28]=3[F:34])(=[O:26])=[O:25])[CH:22]=2)[CH:5]=[CH:4][N:3]=1.[CH3:36][S:37]([N:40]1[CH2:45][CH2:44][CH:43]([NH2:46])[CH2:42][CH2:41]1)(=[O:39])=[O:38]>C1COCC1>[CH:13]1([C:11]2[S:12][C:8]([C:6]3[CH:5]=[CH:4][N:3]=[C:2]([NH:46][CH:43]4[CH2:44][CH2:45][N:40]([S:37]([CH3:36])(=[O:39])=[O:38])[CH2:41][CH2:42]4)[N:7]=3)=[C:9]([C:17]3[CH:18]=[CH:19][C:20]([F:35])=[C:21]([NH:23][S:24]([C:27]4[CH:32]=[C:31]([F:33])[CH:30]=[CH:29][C:28]=4[F:34])(=[O:26])=[O:25])[CH:22]=3)[N:10]=2)[CH2:16][CH2:15][CH2:14]1. Procedure: Following a procedure analogous to the procedure described in Example 1 using N-{5-[5-(2-chloro-4-pyrimidinyl)-2-cyclobutyl-1,3-thiazol-4-yl]-2-fluorophenyl}-2,5-difluorobenzenesulfonamide (0.10 g, 0.19 mmol) was added 1-(methylsulfonyl)-4-piperidinamine (0.33 g, 1.9 mmol) and THF (2 mL) the title compound was obtained (0.12 g, 0.18 mmol, 98% yield). 1H NMR (400 MHz, DMSO-d6) δ ppm 10.77 (s, 1H), 8.08 (d, J=5.1 Hz, 1H), 7.64-7.19 (m, 7H), 6.34-6.01 (m, 1H), 3.83 (quin, J=8.5 Hz, 1H), 3.72-3.40 (... Starting materials: CCOC(=O)CBr, O=C([O-])[O-], CN(C)C=O, [K+], [K+], O=Cc1ccc(O)c([N+](=O)[O-])c1. The product is CCOC(=O)COc1ccc(C=O)cc1[N+](=O)[O-]. As a reaction SMILES: [Br:13][CH2:14][C:15](=[O:16])[O:17][CH2:18][CH3:19].[C:20](=[O:21])([O-:22])[O-:23].[CH3:26][N:27]([CH3:28])[CH:29]=[O:30].[K+:24].[K+:25].[OH:1][c:2]1[c:3]([N+:10](=[O:11])[O-:12])[cH:4][c:5]([CH:6]=[O:7])[cH:8][cH:9]1>>[O:1]([c:2]1[c:3]([N+:10](=[O:11])[O-:12])[cH:4][c:5]([CH:6]=[O:7])[cH:8][cH:9]1)[CH2:14][C:15](=[O:16])[O:17][CH2:18][CH3:19].